From a dataset of the Open Reaction Database (ORD), a public repository of structured organic reaction records. describe an organic reaction: reactants, conditions, products, and yield As a reaction SMILES: [Br:1][c:2]1[nH:3][c:4]2[cH:5][c:6]([C:17](=[O:18])[O:19][CH3:20])[cH:7][cH:8][c:9]2[c:10]1[CH:11]1[CH2:12][CH2:13][CH2:14][CH2:15][CH2:16]1.[C:46](=[O:47])([O-:48])[O-:49].[CH3:21][O:22][CH2:23][O:24][c:25]1[c:26]([B:42]([OH:43])[OH:44])[cH:27][cH:28][c:29]([O:31][S:32](=[O:33])(=[O:34])[c:35]2[cH:36][cH:37][c:38]([CH3:41])[cH:39][cH:40]2)[cH:30]1.[Cl-:45].[Na+:50].[Na+:51].[O:52]1[CH2:53][CH2:54][O:55][CH2:56][CH2:57]1>>[c:2]1(-[c:26]2[c:25]([O:24][CH2:23][O:22][CH3:21])[cH:30][c:29]([O:31][S:32](=[O:33])(=[O:34])[c:35]3[cH:36][cH:37][c:38]([CH3:41])[cH:39][cH:40]3)[cH:28][cH:27]2)[nH:3][c:4]2[cH:5][c:6]([C:17](=[O:18])[O:19][CH3:20])[cH:7][cH:8][c:9]2[c:10]1[CH:11]1[CH2:12][CH2:13][CH2:14][CH2:15][CH2:16]1. Product: COCOc1cc(OS(=O)(=O)c2ccc(C)cc2)ccc1-c1[nH]c2cc(C(=O)OC)ccc2c1C1CCCCC1. Starting materials: COC(=O)c1ccc2c(C3CCCCC3)c(Br)[nH]c2c1, O=C([O-])[O-], COCOc1cc(OS(=O)(=O)c2ccc(C)cc2)ccc1B(O)O, [Cl-], [Na+], [Na+], C1COCCO1. Reactants: BrCc1ccccc1, [H-], [Na+], C1CCOC1, c1ccc2[nH]cnc2c1. Product: c1ccc(Cn2cnc3ccccc32)cc1. As a reaction SMILES: [Br:12][CH2:13][c:14]1[cH:15][cH:16][cH:17][cH:18][cH:19]1.[H-:10].[Na+:11].[O:20]1[CH2:21][CH2:22][CH2:23][CH2:24]1.[n:1]1[cH:2][nH:3][c:4]2[c:5]1[cH:6][cH:7][cH:8][cH:9]2>>[n:1]1([CH2:13][c:14]2[cH:15][cH:16][cH:17][cH:18][cH:19]2)[cH:2][n:3][c:4]2[c:5]1[cH:6][cH:7][cH:8][cH:9]2.